From a dataset of the Open Reaction Database (ORD), a public repository of structured organic reaction records. describe an organic reaction: reactants, conditions, products, and yield The reactants are CO, O=C(c1ccc(Cl)cc1)c1ccc(Cl)cc1, Cl, NNc1cccc([N+](=O)[O-])c1, O=S(=O)(O)O. Yields the product O=[N+]([O-])c1cccc(NN=C(c2ccc(Cl)cc2)c2ccc(Cl)cc2)c1. RXN SMILES: [CH3:34][OH:35].[Cl:1][c:2]1[cH:3][cH:4][c:5]([C:6](=[O:7])[c:8]2[cH:9][cH:10][c:11]([Cl:14])[cH:12][cH:13]2)[cH:15][cH:16]1.[ClH:17].[N+:18](=[O:19])([O-:20])[c:21]1[cH:22][c:23]([NH:27][NH2:28])[cH:24][cH:25][cH:26]1.[S:29](=[O:30])(=[O:31])([OH:32])[OH:33]>>[Cl:1][c:2]1[cH:3][cH:4][c:5]([C:6]([c:8]2[cH:9][cH:10][c:11]([Cl:14])[cH:12][cH:13]2)=[N:28][NH:27][c:23]2[cH:22][c:21]([N+:18](=[O:19])[O-:20])[cH:26][cH:25][cH:24]2)[cH:15][cH:16]1. The reactants are O (Water), one, C1C2C=CC1[C@@H]3[C@H]2C(=O)OC3=O (cis-endo-5-norbornene-2,3-dicarboxylic anhydride), O=C1C(O)=C(O)[C@H](O1)[C@@H](O)CO (ascorbic acid), A92902. The reagents and catalysts are CN(C1=CC=NC=C1)C (4-dimethylaminopyridine). The solvent is CC(=O)C (acetone). Reaction conditions: temperature 60 celsius, time 48 hour. The product is OC=1[C@H](OC(C1O)=O)[C@H](COC(=O)C1C(C2C=CC1C2)C(=O)O)O (3-({(2S)-2-[(2R)-3,4-dihydroxy-5-oxo-2,5-dihydrofuran-2-yl]-2-hydroxyethoxy}carbonyl)bicyclo[2.2.1]hept-5-ene-2-carboxylic acid). RXN SMILES: [O:1]=[C:2]1[O:8][C@H:7]([C@H:9]([CH2:11][OH:12])[OH:10])[C:5]([OH:6])=[C:3]1[OH:4].[CH2:13]1[CH:17]2[C@H:18]3[C:23](=[O:24])[O:22][C:20](=[O:21])[C@H:19]3[CH:14]1[CH:15]=[CH:16]2.O>CC(C)=O.CN(C)C1C=CN=CC=1>[OH:6][C:5]1[C@@H:7]([C@@H:9]([OH:10])[CH2:11][O:12][C:23]([CH:18]2[CH:17]3[CH2:13][CH:14]([CH:15]=[CH:16]3)[CH:19]2[C:20]([OH:22])=[O:21])=[O:24])[O:8][C:2](=[O:1])[C:3]=1[OH:4]. Procedure: In a 50-mL one neck round bottom flask, ascorbic acid, Catalog No. A92902 from Aldrich Co. (4.80 g) was dissolved in acetone (16.42 g). In the same flask, cis-endo-5-norbornene-2,3-dicarboxylic anhydride, Catalog No. 247634 from Aldrich Co. (4.42 g), and 4-dimethylaminopyridine, Catalog No. 522821 from Aldrich Co. (0.06 g), were added. The flask was heated while stirring in a 60° C. oil bath for 48 hours. Water (15 mL) was added and the flask was heated for another 12 hours. The product was extr... The reactants are [Br-], O=C([O-])O, O=C(OCc1ccccc1)N1CCCC(CO)C1, [O-]Cl, ClCCl, [K+], [Na+], [Na+]. Product: O=CC1CCCN(C(=O)OCc2ccccc2)C1. RXN SMILES: [Br-:2].[C:24](=[O:25])([OH:26])[O-:27].[CH2:3]([c:4]1[cH:5][cH:6][cH:7][cH:8][cH:9]1)[O:10][C:11](=[O:12])[N:13]1[CH2:14][CH:15]([CH2:19][OH:20])[CH2:16][CH2:17][CH2:18]1.[Cl:21][O-:22].[Cl:29][CH2:30][Cl:31].[K+:1].[Na+:23].[Na+:28]>>[CH2:3]([c:4]1[cH:5][cH:6][cH:7][cH:8][cH:9]1)[O:10][C:11](=[O:12])[N:13]1[CH2:14][CH:15]([CH:19]=[O:20])[CH2:16][CH2:17][CH2:18]1. The reactants are C(#N)C1=CC=C(C2=CC=CC=C12)F (1-cyano-4-fluoronaphthalene), C(C1=CC=CC=C1)(=O)C1CCNCC1 (4-benzoylpiperidine). The product is C(C1=CC=CC=C1)(=O)C1CCN(CC1)C1=CC=C(C2=CC=CC=C12)C#N (4-(4-Benzoylpiperidin-1-yl)naphthalene-1-carbonitrile). Yield: 7.5%. As a reaction SMILES: [C:1]([C:3]1[C:12]2[C:7](=[CH:8][CH:9]=[CH:10][CH:11]=2)[C:6](F)=[CH:5][CH:4]=1)#[N:2].[C:14]([CH:22]1[CH2:27][CH2:26][NH:25][CH2:24][CH2:23]1)(=[O:21])[C:15]1[CH:20]=[CH:19][CH:18]=[CH:17][CH:16]=1>>[C:14]([CH:22]1[CH2:27][CH2:26][N:25]([C:6]2[C:7]3[C:12](=[CH:11][CH:10]=[CH:9][CH:8]=3)[C:3]([C:1]#[N:2])=[CH:4][CH:5]=2)[CH2:24][CH2:23]1)(=[O:21])[C:15]1[CH:20]=[CH:19][CH:18]=[CH:17][CH:16]=1. Procedure: The title compound (3 mg, 8% yield) was prepared as described for 196MBT2-4 from 1-cyano-4-fluoronaphthalene (20 mg, 0.117 mmol) and 4-benzoylpiperidine (89 mg, 0.468 mmol). Starting materials: C([O-])(O)=O.[Na+] (sodium bicarbonate), Cl (HCl), C(C)(C)(C)C=1C=C(C=C(C1)C(C)(C)C)CN1CCN(CC1)CCOC1=CC=C(C=C1)C1C(COC2=CC(=CC=C12)OCOC)(C)C1=CC=C(C=C1)OCOC ((3RS,4SR)-4-{4-{2-{4-{[3,5-Bis(t-butyl)phenyl]methyl}piperazinyl}ethoxy}phenyl}-7-(methoxymethoxy)-3-[4-(methoxymethoxy)phenyl]-3-methylchroman). The solvent is ClCCl (dichloromethane), ClCCl (dichloromethane), CO (methanol), CO (methanol). Conditions: time 2 hour. Product: C(C)(C)(C)C=1C=C(C=C(C1)C(C)(C)C)CN1CCN(CC1)CCOC1=CC=C(C=C1)C1C(COC2=CC(=CC=C12)O)(C)C1=CC=C(C=C1)O ((3RS,4SR)-4-{4-{2-{4-{[3,5-bis(t-butyl)phenyl]methyl}piperazinyl}ethoxy}phenyl}-7-hydroxy-3-(4-hydroxyphenyl)-3-methylchroman). Isolated yield 53.9%. RXN SMILES: [C:1]([C:5]1[CH:6]=[C:7]([CH2:15][N:16]2[CH2:21][CH2:20][N:19]([CH2:22][CH2:23][O:24][C:25]3[CH:30]=[CH:29][C:28]([CH:31]4[C:40]5[C:35](=[CH:36][C:37]([O:41]COC)=[CH:38][CH:39]=5)[O:34][CH2:33][C:32]4([C:46]4[CH:51]=[CH:50][C:49]([O:52]COC)=[CH:48][CH:47]=4)[CH3:45])=[CH:27][CH:26]=3)[CH2:18][CH2:17]2)[CH:8]=[C:9]([C:11]([CH3:14])([CH3:13])[CH3:12])[CH:10]=1)([CH3:4])([CH3:3])[CH3:2].Cl.C(=O)(O)[O-].[Na+]>CO.ClCCl>[C:11]([C:9]1[CH:8]=[C:7]([CH2:15][N:16]2[CH2:21][CH2:20][N:19]([CH2:22][CH2:23][O:24][C:25]3[CH:30]=[CH:29][C:28]([CH:31]4[C:40]5[C:35](=[CH:36][C:37]([OH:41])=[CH:38][CH:39]=5)[O:34][CH2:33][C:32]4([C:46]4[CH:47]=[CH:48][C:49]([OH:52])=[CH:50][CH:51]=4)[CH3:45])=[CH:27][CH:26]=3)[CH2:18][CH2:17]2)[CH:6]=[C:5]([C:1]([CH3:4])([CH3:2])[CH3:3])[CH:10]=1)([CH3:12])([CH3:13])[CH3:14] |f:2.3|. Procedure: (3RS,4SR)-4-{4-{2-{4-{[3,5-Bis(t-butyl)phenyl]methyl}piperazinyl}ethoxy}phenyl}-7-(methoxymethoxy)-3-[4-(methoxymethoxy)phenyl]-3-methylchroman (150 mg, 0.21 mmol) was dissolved in methanol (1.5 ml), 6N-HCl (2 ml) was added portionwise thereto, and the mixture was stirred at 50–60° C. for 2 hours. The reaction solution was diluted with dichloromethane, which was then basified with saturated sodium bicarbonate solution. This solution was washed with water, dried over sodium sulfate, and filtered.... Reactants: BrC=1C=C(C=CC1)C1(N=C(C2=C(C=CC=C12)F)N)C1=CC(=NC=C1)OC (1-(3-bromophenyl)-4-fluoro-1-(2-methoxypyridin-4-yl)-1H-isoindol-3-amine), C(#N)C=1C=NC=C(C1)B1OC(C)(C)C(C)(C)O1 (3-cyanopyridine-5-boronic acid pinacol ester). The product is C(C)(=O)O.NC1=NC(C2=CC=CC(=C12)F)(C1=CC(=NC=C1)OC)C=1C=C(C=CC1)C=1C=NC=C(C#N)C1 (5-(3-(3-Amino-4-fluoro-1-(2-methoxypyridin-4-yl)-1H-isoindol-1-yl) phenyl)nicotinonitrile acetate). Isolated yield 52.0%. RXN SMILES: Br[C:2]1[CH:3]=[C:4]([C:8]2([C:19]3[CH:24]=[CH:23][N:22]=[C:21]([O:25][CH3:26])[CH:20]=3)[C:16]3[C:11](=[C:12]([F:17])[CH:13]=[CH:14][CH:15]=3)[C:10]([NH2:18])=[N:9]2)[CH:5]=[CH:6][CH:7]=1.[C:27]([C:29]1[CH:30]=[N:31][CH:32]=[C:33](B2OC(C)(C)C(C)(C)[O:36]2)[CH:34]=1)#[N:28]>>[C:21]([OH:25])(=[O:36])[CH3:20].[NH2:18][C:10]1[C:11]2[C:16](=[CH:15][CH:14]=[CH:13][C:12]=2[F:17])[C:8]([C:4]2[CH:3]=[C:2]([C:33]3[CH:32]=[N:31][CH:30]=[C:29]([CH:34]=3)[C:27]#[N:28])[CH:7]=[CH:6][CH:5]=2)([C:19]2[CH:24]=[CH:23][N:22]=[C:21]([O:25][CH3:26])[CH:20]=2)[N:9]=1 |f:2.3|. Procedure: The title compound was synthesized as described for example 27 in 52% yield, starting from 1-(3-bromophenyl)-4-fluoro-1-(2-methoxypyridin-4-yl)-1H-isoindol-3-amine (100 mg, 0.24 mmol) and 3-cyanopyridine-5-boronic acid pinacol ester (58.6 mg, 0.25 mmol). 1H NMR (400 MHz, DMSO-d6) δ ppm 9.06 (d, 1 H) 9.00 (d, 1 H) 8.56 (s, 1 H) 8.04 (d, 1 H) 7.79 (d, 1 H) 7.63-7.73 (m, 2 H) 7.51-7.60 (m, 1 H) 7.41-7.51 (m, 2 H) 7.28 (t, 1 H) 6.90 (d, 1 H) 6.64 (s, 1 H) 3.78 (s, 3 H) 1.89 (s, 3 H); MS (ES+) m/z 43... Starting materials: ClC1=CC=C(C(=O)O[C@@H]2[C@H]([C@H](SC)O[C@@H]([C@H]2O)CO)NC(C)=C2C(CC(CC2=O)(C)C)=O)C=C1 (methyl 3-O-(p-chlorobenzoyl)-2-deoxy-2-[1-(4,4-dimethyl-2,6-dioxocyclohex-1-ylidene)ethylamino]-1-thio-β-D glucopyranoside), [Si](C1=CC=CC=C1)(C1=CC=CC=C1)(C(C)(C)C)Cl (t-butyldiphenylsilylchloride). The reagents and catalysts are CN(C1=CC=NC=C1)C (4-dimethylaminopyridine). Solvent: ClCCCl (1,2-dichloroethane), C(Cl)(Cl)Cl (chloroform). Product: [Si](C1=CC=CC=C1)(C1=CC=CC=C1)(C(C)(C)C)OC[C@@H]1[C@H]([C@@H]([C@H]([C@H](SC)O1)NC(C)=C1C(CC(CC1=O)(C)C)=O)OC(C1=CC=C(C=C1)Cl)=O)O (Methyl 6-O-(t-butyldiphenylsilyl)-3-O-(p-chlorobenzoyl)-2-deoxy-2-[1-(4,4-dimethyl-2,6-dioxocyclohex-1-ylidene)ethylamino]-1-thio-β-D glucopyranoside). Yield: 75.2%. Reaction SMILES: [Cl:1][C:2]1[CH:34]=[CH:33][C:5]([C:6]([O:8][C@H:9]2[C@H:16]([OH:17])[C@@H:15]([CH2:18][OH:19])[O:14][C@@H:11]([S:12][CH3:13])[C@@H:10]2[NH:20][C:21](=[C:23]2[C:28](=[O:29])[CH2:27][C:26]([CH3:31])([CH3:30])[CH2:25][C:24]2=[O:32])[CH3:22])=[O:7])=[CH:4][CH:3]=1.[Si:35](Cl)([C:48]([CH3:51])([CH3:50])[CH3:49])([C:42]1[CH:47]=[CH:46][CH:45]=[CH:44][CH:43]=1)[C:36]1[CH:41]=[CH:40][CH:39]=[CH:38][CH:37]=1>CN(C)C1C=CN=CC=1.ClCCCl.C(Cl)(Cl)Cl>[Si:35]([O:19][CH2:18][C@H:15]1[O:14][C@@H:11]([S:12][CH3:13])[C@H:10]([NH:20][C:21](=[C:23]2[C:24](=[O:32])[CH2:25][C:26]([CH3:31])([CH3:30])[CH2:27][C:28]2=[O:29])[CH3:22])[C@@H:9]([O:8][C:6](=[O:7])[C:5]2[CH:33]=[CH:34][C:2]([Cl:1])=[CH:3][CH:4]=2)[C@@H:16]1[OH:17])([C:48]([CH3:51])([CH3:50])[CH3:49])([C:42]1[CH:43]=[CH:44][CH:45]=[CH:46][CH:47]=1)[C:36]1[CH:41]=[CH:40][CH:39]=[CH:38][CH:37]=1. Procedure details: A mixture of methyl 3-O-(p-chlorobenzoyl)-2-deoxy-2-[1-(4,4-dimethyl-2,6-dioxocyclohex-1-ylidene)-ethylamino]-1-thio-β-D-glucopyranoside (3) (1.00 g, 1.95 mmol), t-butyldiphenylsilylchloride (536 mg, 1.95) and 4-dimethylaminopyridine (238 mg, 1.95 mmol), in 1,2-dichloroethane (30 mL), was stirred under reflux for 6 hours. The reaction mixture was cooled to room temperature, diluted with chloroform (60 mL) and washed with diluted brine (3×50 mL, brine/water, 1:2), dried over MgSO4. The solvent wa...